Dataset: the Open Reaction Database (ORD), a public repository of structured organic reaction records. Task: describe an organic reaction: reactants, conditions, products, and yield Starting materials: C=CC(=O)OC, C[N+](C)(C)Cc1ccccc1, CO, CC(C)O, Cl, FC(F)(F)Sc1cccc(N2CCNCC2)c1, [OH-]. The product is Cl, COC(=O)CCN1CCN(c2cccc(SC(F)(F)F)c2)CC1. As a reaction SMILES: [C:18]([CH:19]=[CH2:20])(=[O:21])[O:22][CH3:23].[CH2:25]([N+:26]([CH3:27])([CH3:28])[CH3:29])[c:30]1[cH:31][cH:32][cH:33][cH:34][cH:35]1.[CH3:37][OH:38].[CH:39]([OH:40])([CH3:41])[CH3:42].[ClH:36].[F:1][C:2]([S:3][c:4]1[cH:5][c:6]([N:10]2[CH2:11][CH2:12][NH:13][CH2:14][CH2:15]2)[cH:7][cH:8][cH:9]1)([F:16])[F:17].[OH-:24]>>[ClH:36].[F:1][C:2]([S:3][c:4]1[cH:5][c:6]([N:10]2[CH2:11][CH2:12][N:13]([CH2:20][CH2:19][C:18](=[O:21])[O:22][CH3:23])[CH2:14][CH2:15]2)[cH:7][cH:8][cH:9]1)([F:16])[F:17]. Yields the product CC(C)(C)c1nn(-c2cc3[nH]c(=O)sc3cc2Cl)c(=O)o1. As a reaction SMILES: [CH2:32]1[O:33][CH2:34][CH2:35][O:36][CH2:37]1.[N:22](=[O:23])[O-:24].[NH2:1][c:2]1[s:3][c:4]2[c:5]([n:6]1)[cH:7][c:8](-[n:12]1[c:13](=[O:21])[o:14][c:15]([C:17]([CH3:18])([CH3:19])[CH3:20])[n:16]1)[c:9]([Cl:11])[cH:10]2.[Na+:25].[OH2:26].[S:27](=[O:28])(=[O:29])([OH:30])[OH:31]>>[c:2]1(=[O:23])[s:3][c:4]2[c:5]([nH:6]1)[cH:7][c:8](-[n:12]1[c:13](=[O:21])[o:14][c:15]([C:17]([CH3:18])([CH3:19])[CH3:20])[n:16]1)[c:9]([Cl:11])[cH:10]2. Reactants: C1COCCO1, O=N[O-], CC(C)(C)c1nn(-c2cc3nc(N)sc3cc2Cl)c(=O)o1, [Na+], O, O=S(=O)(O)O. Starting materials: C(C)(C)(C)C=1C=C(C(=O)OCCN(C)C)C=C(C1O)C(C)(C)C (2-dimethylaminoethyl 3,5-di-tert-butyl-4-hydroxybenzoate), C1(=CC=C(C=C1)S(=O)(=O)OC)C (methyl p-toluenesulfonate). Run in C(C)#N (acetonitrile). The product is S(=O)(=O)([O-])C1=CC=C(C)C=C1.C(C)(C)(C)C=1C=C(C(=O)OCC[N+](C)(C)C)C=C(C1O)C(C)(C)C (N-[2-(3,5-di-tert-butyl-4-hydroxybenzoyloxy)ethyl]trimethylammonium Tosylate). As a reaction SMILES: [C:1]([C:5]1[CH:6]=[C:7]([CH:16]=[C:17]([C:20]([CH3:23])([CH3:22])[CH3:21])[C:18]=1[OH:19])[C:8]([O:10][CH2:11][CH2:12][N:13]([CH3:15])[CH3:14])=[O:9])([CH3:4])([CH3:3])[CH3:2].[C:24]1([CH3:35])[CH:29]=[CH:28][C:27]([S:30]([O:33]C)(=[O:32])=[O:31])=[CH:26][CH:25]=1>C(#N)C>[S:30]([C:27]1[CH:28]=[CH:29][C:24]([CH3:35])=[CH:25][CH:26]=1)([O-:33])(=[O:32])=[O:31].[C:1]([C:5]1[CH:6]=[C:7]([CH:16]=[C:17]([C:20]([CH3:23])([CH3:22])[CH3:21])[C:18]=1[OH:19])[C:8]([O:10][CH2:11][CH2:12][N+:13]([CH3:24])([CH3:15])[CH3:14])=[O:9])([CH3:4])([CH3:3])[CH3:2] |f:3.4|. Reported procedure: A mixture of 16.07 g (50 mmol) of 2-dimethylaminoethyl 3,5-di-tert-butyl-4-hydroxybenzoate, prepared as described in Example 1, 9.31 g (50 mmol) of methyl p-toluenesulfonate and 125 ml of acetonitrile was heated at reflux for 1 hr. The mixture was cooled and filtered. The collected solid was recrystallized from 1 liter of acetonitrile to give 17.15 g (67.56% of theory) of product; mp=233.5°-236.5° C. Starting materials: BrC=1C(NC(C1C1=CNC2=CC=C(C=C12)OC)=O)=O (3-bromo-4-(5-methoxy-3-indolyl)-1H-pyrrole-2,5-dione), N1C=CC2=CC=CC=C12 (indole), solution, C[Mg]Br (methylmagnesium bromide). The solvent is C1=CC=CC=C1 (benzene), C(C)OCC (diethyl ether). Conditions: time 0.5 hour. Yields the product N1C=C(C2=CC=CC=C12)C=1C(NC(C1C1=CNC2=CC=C(C=C12)OC)=O)=O (3-(3-indolyl)-4-(5-methoxy-3-indolyl)-1H-pyrrole-2,5-dione). The yield is 2.7%. RXN SMILES: [NH:1]1[C:9]2[C:4](=[CH:5][CH:6]=[CH:7][CH:8]=2)[CH:3]=[CH:2]1.C[Mg]Br.Br[C:14]1[C:15](=[O:31])[NH:16][C:17](=[O:30])[C:18]=1[C:19]1[C:27]2[C:22](=[CH:23][CH:24]=[C:25]([O:28][CH3:29])[CH:26]=2)[NH:21][CH:20]=1>C1C=CC=CC=1.C(OCC)C>[NH:1]1[C:9]2[C:4](=[CH:5][CH:6]=[CH:7][CH:8]=2)[C:3]([C:14]2[C:15](=[O:31])[NH:16][C:17](=[O:30])[C:18]=2[C:19]2[C:27]3[C:22](=[CH:23][CH:24]=[C:25]([O:28][CH3:29])[CH:26]=3)[NH:21][CH:20]=2)=[CH:2]1. Procedure: To a suspension of 105 mg of indole in 20 ml of benzene were added 0.6 ml of a 3M solution of methylmagnesium bromide in diethyl ether under nitrogen. The mixture was stirred for 0.5 hour. 100 mg of 3-bromo-4-(5-methoxy-3-indolyl)-1H-pyrrole-2,5-dione were added and the mixture was heated to reflux for 5 days. After cooling the residue was partitioned between dichloromethane and 2M hydrochloric acid. The organic extracts were washed with water, dried and evaporated. The residue was purified on s... Starting materials: CN(C=O)C (N,N-dimethylformamide), S(=O)(Cl)Cl (thionyl chloride), ClC(=CC1C(C1C(=O)O)(C)C)Cl (3-(2,2-Dichloroethenyl)-2,2-dimethylcyclopropane carboxylic acid). The solvent is C(Cl)Cl (methylene chloride). Product: ClC(=CC1C(C1C(=O)Cl)(C)C)Cl (3-(2,2-dichloroethenyl)-2,2-dimethylcyclopropane carboxoyl chloride). Yield: 103.4%. Reaction SMILES: [Cl:1][C:2]([Cl:12])=[CH:3][CH:4]1[CH:6]([C:7](O)=[O:8])[C:5]1([CH3:11])[CH3:10].CN(C)C=O.S(Cl)([Cl:20])=O>C(Cl)Cl>[Cl:1][C:2]([Cl:12])=[CH:3][CH:4]1[CH:6]([C:7]([Cl:20])=[O:8])[C:5]1([CH3:11])[CH3:10]. Procedure details: 3-(2,2-Dichloroethenyl)-2,2-dimethylcyclopropane carboxylic acid (32.0 grams) was stirred in 400 ml of methylene chloride under nitrogen. To this was added N,N-dimethylformamide (12 ml) and thionyl chloride (22.6 grams). The resulting solution was heated at reflux temperature for about 1.5 hours. The solvent was then removed in vacuo leaving about 36 grams of the desired 3-(2,2-dichloroethenyl)-2,2-dimethylcyclopropane carboxoyl chloride, which was confirmed by IR and NMR spectroscopy. Starting materials: solution, C(CCC)[Li] (n-butyl lithium), NC1=NC(=NC=C1C=O)SC (4-amino-2-methylsulfanyl-pyrimidine-5-carboxaldehyde), C(C)OC(C(F)P(=O)(OCC)OCC)=O ((diethoxy-phosphoryl)-fluoro-acetic acid ethyl ester), [Cl-].[NH4+] (ammonium chloride). Run in hexanes, O (water), O1CCCC1 (tetrahydrofuran). Reaction conditions: temperature -78 celsius, time 30 minute. The product is FC1=CC2=C(N=C(N=C2)SC)NC1=O (6-Fluoro-2-methylsulfanyl-8H-pyrido[2,3-d]pyrimidin-7-one). Isolated yield 92.1%. Reaction SMILES: C(O[C:4](=[O:15])[CH:5](P(OCC)(OCC)=O)[F:6])C.C([Li])CCC.[NH2:21][C:22]1[C:27]([CH:28]=O)=[CH:26][N:25]=[C:24]([S:30][CH3:31])[N:23]=1.[Cl-].[NH4+]>O1CCCC1.O>[F:6][C:5]1[C:4](=[O:15])[NH:21][C:22]2[N:23]=[C:24]([S:30][CH3:31])[N:25]=[CH:26][C:27]=2[CH:28]=1 |f:3.4|. Procedure: A solution of 1.74 g (10.33 mmol) of (diethoxy-phosphoryl)-fluoro-acetic acid ethyl ester in 20 mL of tetrahydrofuran is cooled to −78° C. and treated dropwise with 12.9 mL (20.65 mmol) of a 1.6 M solution of n-butyl lithium in hexanes. After stirring for 30 minutes at −78° C. the solution is treated with 1.74 g (10.33 mmol) of 4-amino-2-methylsulfanyl-pyrimidine-5-carboxaldehyde (Example 3), allowed to warm to room temperature, and stirred overnight. The reaction is treated with saturated aqueo... Starting materials: [Cl-].[Na+] (sodium chloride), S(=O)([O-])S(=O)[O-].[Na+].[Na+] (Sodium dithionite), O (water), ClC=1C=CC(=C(C1)[C@](C(=O)O)(C1=C(C=C(C=C1)C(F)(F)F)[N+](=O)[O-])F)OC ((S)-(-)-5-Chloro-2-methoxy-α-fluoro-α-[2-nitro-4-(trifluoromethyl)phenyl]benzeneacetic acid), C([O-])(O)=O.[Na+] (Sodium bicarbonate), O (water). Solvent: C(C)O (ethanol), C(C)(=O)OCC (ethyl acetate), C1CCOC1 (THF). Conditions: temperature 60 celsius, time 15 minute. Yields the product ClC=1C=CC(=C(C1)N1C([C@H](C2=CC=C(C=C12)C(F)(F)F)F)=O)OC ((3S)-(+)-(5-Chloro-2-methoxyphenyl)-3-fluoro-1,3-dihydro-6-(trifluoromethyl)-2H-indol-2-one). RXN SMILES: ClC1C=CC(OC)=C([C@@:8]([F:25])([C:12]2[CH:17]=[CH:16][C:15]([C:18]([F:21])([F:20])[F:19])=[CH:14][C:13]=2[N+:22]([O-])=O)[C:9]([OH:11])=O)C=1.O.[C:29](=[O:32])(O)[O-].[Na+].S(S([O-])=O)([O-])=O.[Na+].[Na+].[Cl-:42].[Na+]>C1COCC1.C(OCC)(=O)C.C(O)C>[Cl:42][C:12]1[CH:13]=[CH:14][C:15]([O:32][CH3:29])=[C:16]([N:22]2[C:13]3[C:12](=[CH:17][CH:16]=[C:15]([C:18]([F:19])([F:20])[F:21])[CH:14]=3)[C@H:8]([F:25])[C:9]2=[O:11])[CH:17]=1 |f:2.3,4.5.6,7.8|. Procedure details: The free acid obtained in Step A was dissolved in THF (42 mL) and then water was added (42 mL). Sodium bicarbonate (5.63 g, 66.83 mmol) was added slowly (evolution of gas is observed) to afford a homogeneous solution. Sodium dithionite (10.32 g, 50.41 mmol) was added portion wise as a solid over 60 minutes while stirring vigorously (evolution of gas is observed). HPLC analysis after 15 minutes showed the reaction was complete. The reaction mixture was diluted with saturated sodium chloride solut... The reactants are CCOC(=O)CN(Cc1ccc(OC)cc1OC)Cc1nc(C(C)(C)C)sc1C(=O)OCC, C1CCOC1, CC(C)(C)[O-], CCOC(C)=O, [K+]. Yields the product CCOC(=O)C1C(=O)c2sc(C(C)(C)C)nc2CN1Cc1ccc(OC)cc1OC. Reaction SMILES: [CH2:1]([O:2][C:4](=[O:5])[c:6]1[c:7]([CH2:15][N:16]([CH2:17][C:18](=[O:19])[O:20][CH2:21][CH3:22])[CH2:23][c:24]2[c:25]([O:32][CH3:33])[cH:26][c:27]([O:30][CH3:31])[cH:28][cH:29]2)[n:8][c:9]([C:11]([CH3:12])([CH3:13])[CH3:14])[s:10]1)[CH3:3].[CH2:40]1[O:41][CH2:42][CH2:43][CH2:44]1.[CH3:34][C:35]([CH3:36])([O-:37])[CH3:38].[CH3:45][CH2:46][O:47][C:48](=[O:49])[CH3:50].[K+:39]>>[C:4]1(=[O:5])[c:6]2[c:7]([n:8][c:9]([C:11]([CH3:12])([CH3:13])[CH3:14])[s:10]2)[CH2:15][N:16]([CH2:23][c:24]2[c:25]([O:32][CH3:33])[cH:26][c:27]([O:30][CH3:31])[cH:28][cH:29]2)[CH:17]1[C:18](=[O:19])[O:20][CH2:21][CH3:22]. Starting materials: NC1CCN(CC1)CCN1C(N=[N+](C2=C1C=C(C=C2)Cl)[O-])=O (4-[2-(4-Aminopiperidin-1-yl)ethyl]-6-chloro-1,2,4-benzotriazin-3(4H)-one 1-oxide), NC1CCN(CC1)CCN1C(N=[N+](C2=C1C=C(C=C2)Cl)[O-])=O (4-[2-(4-Aminopiperidin-1-yl)ethyl]-6-chloro-1,2,4-benzotriazin-3(4H)-one 1-oxide), O=C1NC2=C(OC1)C=CC(=N2)C=O (3-oxo-3,4-dihydro-2H-pyrido[3,2-b][1,4]oxazine-6-carbaldehyde), C(C)(=O)O[BH3-].[Na+] (sodium acetoxyborohydride), CO (methanol). Run in ClCCl (dichloromethane), C(C)(=O)O (acetic acid). Yields the product ClC=1C=CC2=C(N(C(N=[N+]2[O-])=O)CCN2CCC(CC2)NCC=2C=CC=3OCC(NC3N2)=O)C1 (6-[({1-[2-(6-Chloro-1-oxido-3-oxo-1,2,4-benzotriazin-4(3H)-yl)ethyl]piperidin-4-yl}amino)methyl]-2H-pyrido[3,2-b][1,4]oxazin-3(4H)-one). Yield: 18.8%. RXN SMILES: [NH2:1][CH:2]1[CH2:7][CH2:6][N:5]([CH2:8][CH2:9][N:10]2[C:15]3[CH:16]=[C:17]([Cl:20])[CH:18]=[CH:19][C:14]=3[N+:13]([O-:21])=[N:12][C:11]2=[O:22])[CH2:4][CH2:3]1.[O:23]=[C:24]1[CH2:29][O:28][C:27]2[CH:30]=[CH:31][C:32]([CH:34]=O)=[N:33][C:26]=2[NH:25]1.C(O[BH3-])(=O)C.[Na+].CO>ClCCl.C(O)(=O)C>[Cl:20][C:17]1[CH:18]=[CH:19][C:14]2[N+:13]([O-:21])=[N:12][C:11](=[O:22])[N:10]([CH2:9][CH2:8][N:5]3[CH2:4][CH2:3][CH:2]([NH:1][CH2:34][C:32]4[CH:31]=[CH:30][C:27]5[O:28][CH2:29][C:24](=[O:23])[NH:25][C:26]=5[N:33]=4)[CH2:7][CH2:6]3)[C:15]=2[CH:16]=1 |f:2.3|. Procedure details: 4-[2-(4-Aminopiperidin-1-yl)ethyl]-6-chloro-1,2,4-benzotriazin-3(4H)-one 1-oxide (Intermediate 205, 0.517 g) was reacted with 3-oxo-3,4-dihydro-2H-pyrido[3,2-b][1,4]oxazine-6-carbaldehyde (WO 2004/058144) (117 mg) and sodium acetoxyborohydride (340 mg) as described for Example 107. Chromatography on silica gel with 0-20% methanol in dichloromethane gave 60 mg of the title compound as acetic acid salt.